From a dataset of the Open Reaction Database (ORD), a public repository of structured organic reaction records. describe an organic reaction: reactants, conditions, products, and yield Starting materials: [Cl-].C1(CCCCC1)C[NH2+]CCCl (N-cyclohexylmethyl-N-(2-chloroethyl)ammonium chloride), ClC1=C(C=CC=C1Cl)N=C=S (2,3-dichlorophenyl isothiocyanate). The product is ClC1=C(C=CC=C1Cl)N=C1SCCN1CC1CCCCC1 (2-(2,3-dichlorophenylimino)-3-(cyclohexylmethyl)-1,3-thiazolidine). RXN SMILES: [Cl-].[CH:2]1([CH2:8][NH2+:9][CH2:10][CH2:11]Cl)[CH2:7][CH2:6][CH2:5][CH2:4][CH2:3]1.[Cl:13][C:14]1[C:19]([Cl:20])=[CH:18][CH:17]=[CH:16][C:15]=1[N:21]=[C:22]=[S:23]>>[Cl:13][C:14]1[C:19]([Cl:20])=[CH:18][CH:17]=[CH:16][C:15]=1[N:21]=[C:22]1[N:9]([CH2:8][CH:2]2[CH2:3][CH2:4][CH2:5][CH2:6][CH2:7]2)[CH2:10][CH2:11][S:23]1 |f:0.1|. Reported procedure: 2-Hydroxyethylamine was reacted with cyclohexylmethyl bromide according to Method B2a to give N-cyclohexylmethyl-N-(2-hydroxyethyl)amine. The alcohol was reacted with SOCl2 according to Method B7c to give N-cyclohexylmethyl-N-(2-chloroethyl)ammonium chloride. The chloroethylamine was reacted with 2,3-dichlorophenyl isothiocyanate to give 2-(2,3-dichlorophenylimino)-3-(cyclohexylmethyl)-1,3-thiazolidine. Reactants: Nc1cc([N+](=O)[O-])ccc1F, OC1CCNC1. Product: Nc1cc([N+](=O)[O-])ccc1N1CCC(O)C1. As a reaction SMILES: [F:1][c:2]1[c:3]([NH2:4])[cH:5][c:6]([N+:9](=[O:10])[O-:11])[cH:7][cH:8]1.[OH:12][CH:13]1[CH2:14][NH:15][CH2:16][CH2:17]1>>[c:2]1([N:15]2[CH2:14][CH:13]([OH:12])[CH2:17][CH2:16]2)[c:3]([NH2:4])[cH:5][c:6]([N+:9](=[O:10])[O-:11])[cH:7][cH:8]1. The reactants are O=C([O-])[O-], ClCCl, O=[N+]([O-])c1ccccc1F, Ic1cn[nH]c1, [K+], [K+], c1ccncc1. Product: O=[N+]([O-])c1ccccc1-n1cc(I)cn1. As a reaction SMILES: [C:17](=[O:18])([O-:19])[O-:20].[Cl:29][CH2:30][Cl:31].[F:1][c:2]1[c:3]([N+:8](=[O:9])[O-:10])[cH:4][cH:5][cH:6][cH:7]1.[I:11][c:12]1[cH:13][n:14][nH:15][cH:16]1.[K+:21].[K+:22].[cH:23]1[cH:24][cH:25][n:26][cH:27][cH:28]1>>[c:2]1(-[n:15]2[n:14][cH:13][c:12]([I:11])[cH:16]2)[c:3]([N+:8](=[O:9])[O-:10])[cH:4][cH:5][cH:6][cH:7]1.